This data is from the Open Reaction Database (ORD), a public repository of structured organic reaction records. The task is: describe an organic reaction: reactants, conditions, products, and yield The reactants are COC1=CCCCC1 (1-methoxycyclohexene), CC=1C=C(C=C(C1)C)SC1=C(N=C(N1COCCO)C)C(C)C (5-(3,5-dimethylphenylthio)-4-isopropyl-1-(2-hydroxyethoxymethyl)-2-methyl-1H-imidazole), O.C1(=CC=C(C=C1)S(=O)(=O)O)C (p-toluenesulfonic acid hydrate), C1(=CC=CC=C1)C (toluene). Solvent: C(Cl)Cl (methylene chloride). The product is C1(=CCCCC1)OCCOCN1C(=NC(=C1SC1=CC(=CC(=C1)C)C)C(C)C)C (1-[2-(Cyclohexen-1-yloxy)ethoxymethyl]-5-(3,5-dimethylphenylthio)-4-isopropyl-2-methyl-1H-imidazole). Isolated yield 74.8%. As a reaction SMILES: [CH3:1][C:2]1[CH:3]=[C:4]([S:9][C:10]2[N:14]([CH2:15][O:16][CH2:17][CH2:18][OH:19])[C:13]([CH3:20])=[N:12][C:11]=2[CH:21]([CH3:23])[CH3:22])[CH:5]=[C:6]([CH3:8])[CH:7]=1.O.[C:25]1(C)[CH:30]=[CH:29][C:28](S(O)(=O)=O)=[CH:27][CH:26]=1.C1(C)C=CC=CC=1.COC1CCCCC=1>C(Cl)Cl>[C:25]1([O:19][CH2:18][CH2:17][O:16][CH2:15][N:14]2[C:10]([S:9][C:4]3[CH:3]=[C:2]([CH3:1])[CH:7]=[C:6]([CH3:8])[CH:5]=3)=[C:11]([CH:21]([CH3:23])[CH3:22])[N:12]=[C:13]2[CH3:20])[CH2:30][CH2:29][CH2:28][CH2:27][CH:26]=1 |f:1.2|. Reported procedure: A solution of the compound 1 (33.4 mg, 0.1 mmol) and p-toluenesulfonic acid hydrate (20.0 mg, 0.105 mmol) in a mixture of methylene chloride (1 mL) - toluene (0.1 mL) was concentrated under reduced pressure. The residue was dissolved in a mixture of dioxane (2 mL) - benzene (0.5 mL), to which was added 1-methoxycyclohexene (112 mg, 1.00 mmol). The reaction mixture was heated under reflux, and concentrated to a small volume over 1 hour. A drop of triethylamine was added to the reaction mixture, a... Starting materials: BrCC(=O)NC1[C@@H]2N(C(=C(CS2)CNC(C2=C(C=CC=C2Cl)Cl)=O)C(=O)O)C1=O (7-bromoacetamido-3-(2,6-dichlorobenzoylamino)methylceph-3-em-4-carboxylic acid), CN1C(=NC=C1)S (1-methyl-2-mercapto-imidazole). Yields the product CN1C(=NC=C1)SC1[C@@H]2N(C(=C(C(S2)NC(C)=O)CNC(C2=C(C=CC=C2Cl)Cl)=O)C(=O)O)C1=O (7-(1-methylimidazole-2-ylthio)-acetamido-3-(2,6-dichlorobenzoylamino)methylceph-3-em-4-carboxylic acid). Yield: 60.0%. RXN SMILES: BrCC(N[CH:6]1[C:28](=[O:29])[N:8]2[C:9]([C:25]([OH:27])=[O:26])=[C:10]([CH2:13][NH:14][C:15](=[O:24])[C:16]3[C:21]([Cl:22])=[CH:20][CH:19]=[CH:18][C:17]=3[Cl:23])[CH2:11][S:12][C@H:7]12)=O.[CH3:30][N:31]1[CH:35]=[CH:34][N:33]=[C:32]1[SH:36]>>[CH3:30][N:31]1[CH:35]=[CH:34][N:33]=[C:32]1[S:36][CH:6]1[C:28](=[O:29])[N:8]2[C:9]([C:25]([OH:27])=[O:26])=[C:10]([CH2:13][NH:14][C:15](=[O:24])[C:16]3[C:17]([Cl:23])=[CH:18][CH:19]=[CH:20][C:21]=3[Cl:22])[CH:11]([NH:14][C:15](=[O:24])[CH3:16])[S:12][C@H:7]12. Reported procedure: 1.0 g. of 7-bromoacetamido-3-(2,6-dichlorobenzoylamino)methylceph-3-em-4-carboxylic acid and 0.23 g. of 1-methyl-2-mercapto-imidazole were reacted and worked up according to Example 15. Thus 0.67 g. (60%) of 7-(1-methylimidazole-2-ylthio)-acetamido-3-(2,6-dichlorobenzoylamino)methylceph-3-em-4-carboxylic acid were obtained. Starting materials: FC1=CC=C(C=C1)[C@@H](C)NC(=O)NC1=CC2=C(C=N1)C=NN2C(C2=CC=CC=C2)(C2=CC=CC=C2)C2=CC=CC=C2 ((R)-1-(1-(4-fluorophenyl)ethyl)-3-(1-trityl-1H-pyrazolo[4,3-c]pyridin-6-yl)urea), C(=O)(C(F)(F)F)O (TFA), C(C)[SiH](CC)CC (triethylsilane), C(=O)(C(F)(F)F)O (TFA), C(C)[SiH](CC)CC (triethylsilane). Run in C(Cl)Cl (DCM). Conditions: time 1.5 hour. Yields the product FC1=CC=C(C=C1)[C@@H](C)NC(=O)NC1=CC2=C(C=N1)C=NN2 ((R)-1-(1-(4-fluorophenyl)ethyl)-3-(1H-pyrazolo[4,3-c]pyridin-6-yl)urea). Isolated yield 11.7%. As a reaction SMILES: [F:1][C:2]1[CH:7]=[CH:6][C:5]([C@H:8]([NH:10][C:11]([NH:13][C:14]2[N:19]=[CH:18][C:17]3[CH:20]=[N:21][N:22](C(C4C=CC=CC=4)(C4C=CC=CC=4)C4C=CC=CC=4)[C:16]=3[CH:15]=2)=[O:12])[CH3:9])=[CH:4][CH:3]=1.C(O)(C(F)(F)F)=O.C([SiH](CC)CC)C>C(Cl)Cl>[F:1][C:2]1[CH:7]=[CH:6][C:5]([C@H:8]([NH:10][C:11]([NH:13][C:14]2[N:19]=[CH:18][C:17]3[CH:20]=[N:21][NH:22][C:16]=3[CH:15]=2)=[O:12])[CH3:9])=[CH:4][CH:3]=1. Procedure: A solution of (R)-1-(1-(4-fluorophenyl)ethyl)-3-(1-trityl-1H-pyrazolo[4,3-c]pyridin-6-yl)urea (157 mg, 0.291 mmol) in DCM (0.8 mL) was treated with TFA (0.2 mL) and triethylsilane (0.1 mL). The mixture was stirred at room temperature for 1.5 h. Additional TFA (0.2 mL) and triethylsilane (0.1 mL) were added and the mixture was stirred for 1.5 h and then evaporated in vacuo to afford a residue, which was purified by MS-directed reverse phase preparative-HPLC (C-18 stationary phase, eluting with a ... The reactants are BrC=1C=C2C=NN=C(C2=CC1)Cl (6-bromo-1-chlorophthalazine), C1(CCCCC1)N (cyclohexanamine), C([O-])([O-])=O.[K+].[K+] (potassium carbonate). The solvent is C(C)#N (acetonitrile). Run at temperature 180 celsius, time 20 minute. The product is BrC=1C=C2C=NN=C(C2=CC1)NC1CCCCC1 (6-bromo-N-cyclohexylphthalazin-1-amine). Yield: 68.6%. RXN SMILES: [Br:1][C:2]1[CH:3]=[C:4]2[C:9](=[CH:10][CH:11]=1)[C:8](Cl)=[N:7][N:6]=[CH:5]2.[CH:13]1([NH2:19])[CH2:18][CH2:17][CH2:16][CH2:15][CH2:14]1.C(=O)([O-])[O-].[K+].[K+]>C(#N)C>[Br:1][C:2]1[CH:3]=[C:4]2[C:9](=[CH:10][CH:11]=1)[C:8]([NH:19][CH:13]1[CH2:18][CH2:17][CH2:16][CH2:15][CH2:14]1)=[N:7][N:6]=[CH:5]2 |f:2.3.4|. Reported procedure: A mixture of 6-bromo-I-chlorophthalazine (Example 1, 0.245 g, 1 mmol), cyclohexanamine (0.22 g, 2 mmol) and potassium carbonate (0.14 g, 1 mmol) in 5 mL acetonitrile were added to a glass microwave reaction vessel. The reaction mixture was stirred and heated in a Smith Synthesizer® microwave reactor (Personal Chemistry, Inc., Upssala, Sweden) at 180° C. for 20 min. After 20 min., all starting material was converted to product (M+1=306, 308). The mixture was concentrated under vacuum, and purifie... Starting materials: Cl.NC=1C=C(CNC2=NC=NC3=C(C=CC=C23)C(=O)N)C=CC1 (4-(3-Amino-benzylamino)-quinazoline-8-carboxylic acid amide hydrochloride), ClC1=NC=CC=N1 (2-Chloro-pyrimidine). Yields the product N1=C(N=CC=C1)NC=1C=C(CNC2=NC=NC3=C(C=CC=C23)C(=O)N)C=CC1 (4-[3-(Pyrimidin-2-ylamino)-benzylamino]-quinazoline-8-carboxylic acid amide). As a reaction SMILES: Cl.[NH2:2][C:3]1[CH:4]=[C:5]([CH:21]=[CH:22][CH:23]=1)[CH2:6][NH:7][C:8]1[C:17]2[C:12](=[C:13]([C:18]([NH2:20])=[O:19])[CH:14]=[CH:15][CH:16]=2)[N:11]=[CH:10][N:9]=1.Cl[C:25]1[N:30]=[CH:29][CH:28]=[CH:27][N:26]=1>>[N:26]1[CH:27]=[CH:28][CH:29]=[N:30][C:25]=1[NH:2][C:3]1[CH:4]=[C:5]([CH:21]=[CH:22][CH:23]=1)[CH2:6][NH:7][C:8]1[C:17]2[C:12](=[C:13]([C:18]([NH2:20])=[O:19])[CH:14]=[CH:15][CH:16]=2)[N:11]=[CH:10][N:9]=1 |f:0.1|. Procedure: The title compound was prepared according to Example 684 starting 4-(3-Amino-benzylamino)-quinazoline-8-carboxylic acid amide hydrochloride and 2-Chloro-pyrimidine at 120° C.: Starting materials: NCCCC1=NN(C(=N1)NCC(COC1=CC(=CC=C1)CN1CCCCC1)O)C (1-[[3-(3-aminopropyl)-1-methyl-1H-1,2,4-triazol-5-yl]amino]-3-[3-(1-piperidinylmethyl)phenoxy]-2-propanol), CNC(=C[N+](=O)[O-])SC (N-methyl-1-(methylthio)-2-nitroethenamine), CNC(=C[N+](=O)[O-])SC (N-methyl-1-(methylthio)-2-nitroethenamine). Solvent: O (water), CO (methanol), C(C)(=O)OCC (ethyl acetate). Conditions: time 3 hour. The product is CN1N=C(N=C1NCC(COC1=CC(=CC=C1)CN1CCCCC1)O)CCCNC(=C[N+](=O)[O-])NC (1-[[1-Methyl-3-[3-[[1-(methylamino)-2-nitroethenyl]amino]propyl]-1H-1,2,4-triazol-5-yl]amino]-3-[3-(1-piperidinylmethyl)phenoxy]-2-propanol). Isolated yield 38.4%. Reaction SMILES: [NH2:1][CH2:2][CH2:3][CH2:4][C:5]1[N:9]=[C:8]([NH:10][CH2:11][CH:12]([OH:28])[CH2:13][O:14][C:15]2[CH:20]=[CH:19][CH:18]=[C:17]([CH2:21][N:22]3[CH2:27][CH2:26][CH2:25][CH2:24][CH2:23]3)[CH:16]=2)[N:7]([CH3:29])[N:6]=1.[CH3:30][NH:31][C:32](SC)=[CH:33][N+:34]([O-:36])=[O:35]>O.CO.C(OCC)(=O)C>[CH3:29][N:7]1[C:8]([NH:10][CH2:11][CH:12]([OH:28])[CH2:13][O:14][C:15]2[CH:20]=[CH:19][CH:18]=[C:17]([CH2:21][N:22]3[CH2:27][CH2:26][CH2:25][CH2:24][CH2:23]3)[CH:16]=2)=[N:9][C:5]([CH2:4][CH2:3][CH2:2][NH:1][C:32]([NH:31][CH3:30])=[CH:33][N+:34]([O-:36])=[O:35])=[N:6]1. Reported procedure: A solution of 1-[[3-(3-aminopropyl)-1-methyl-1H-1,2,4-triazol-5-yl]amino]-3-[3-(1-piperidinylmethyl)phenoxy]-2-propanol (0.25 g) and N-methyl-1-(methylthio)-2-nitroethenamine (0.1 g) in water (6 ml) and methanol (6 ml) was stirred at room temperature for 24 h. A further quantity of N-methyl-1-(methylthio)-2-nitroethenamine (0.01 g) was added and the mixture stirred for a further 3 h. The reaction mixture was concentrated to ca. 6 ml, diluted with water (10 ml), acidified to pH3 with acetic acid ... The reactants are C=O, CC1(C)NCCc2ccccc2C1c1ccccc1, O=CO. Product: CN1CCc2ccccc2C(c2ccccc2)C1(C)C. As a reaction SMILES: [CH2:20]=[O:21].[CH3:1][C:2]1([CH3:19])[CH:3]([c:13]2[cH:14][cH:15][cH:16][cH:17][cH:18]2)[c:4]2[c:5]([cH:9][cH:10][cH:11][cH:12]2)[CH2:6][CH2:7][NH:8]1.[CH:22]([OH:23])=[O:24]>>[CH3:1][C:2]1([CH3:19])[CH:3]([c:13]2[cH:14][cH:15][cH:16][cH:17][cH:18]2)[c:4]2[c:5]([cH:9][cH:10][cH:11][cH:12]2)[CH2:6][CH2:7][N:8]1[CH3:20].